From a dataset of the Open Reaction Database (ORD), a public repository of structured organic reaction records. describe an organic reaction: reactants, conditions, products, and yield The reactants are Cl (hydrochloric acid), CN1C(C=C(C2=CC=CC=C12)CC(=O)OC)=O (Methyl 1,2-dihydro-l-methyl-2-oxo-4-quinoline acetate), CO (methanol), [BH4-].[Na+] (sodium borohydride). Run in O1CCCC1 (tetrahydrofuran). The product is OCCC1=CC(N(C2=CC=CC=C12)C)=O (4-(2-hydroxyethyl)-l-methyl-2(1H)-quinolinone). Yield: 87.2%. As a reaction SMILES: [CH3:1][N:2]1[C:11]2[C:6](=[CH:7][CH:8]=[CH:9][CH:10]=2)[C:5]([CH2:12][C:13](OC)=[O:14])=[CH:4][C:3]1=[O:17].[BH4-].[Na+].CO.Cl>O1CCCC1>[OH:14][CH2:13][CH2:12][C:5]1[C:6]2[C:11](=[CH:10][CH:9]=[CH:8][CH:7]=2)[N:2]([CH3:1])[C:3](=[O:17])[CH:4]=1 |f:1.2|. Procedure: Methyl 1,2-dihydro-l-methyl-2-oxo-4-quinoline acetate (2.35 g, 10.16 mmol) was dissolved in dry tetrahydrofuran (50 ml) and sodium borohydride (1.92 g, 50.8 mmol) was added thereto. The mixture was refluxed. Under the same conditions, methanol (19 ml) was slowly added dropwise thereto (over 1 hour) and the mixture was refluxed for 1 hour. To the reaction mixture was acidified (pH about 2) with 2N-hydrochloric acid. The solvent was distilled off and water (300 ml) was poured to the residue. The m... Reactants: [Al+3], CCn1c(C)cc2ccccc21, ClCCCl, [Cl-], [Cl-], [Cl-], O=C1OC(=O)c2ccccc21, O. Yields the product CCn1c(C)c(C(=O)c2ccccc2C(=O)O)c2ccccc21. As a reaction SMILES: [Al+3:25].[CH2:12]([CH3:13])[n:14]1[c:15]([CH3:23])[cH:16][c:17]2[cH:18][cH:19][cH:20][cH:21][c:22]12.[CH2:29]([Cl:30])[CH2:31][Cl:32].[Cl-:24].[Cl-:26].[Cl-:27].[O:1]=[C:2]1[O:3][C:4](=[O:5])[c:6]2[cH:7][cH:8][cH:9][cH:10][c:11]21.[OH2:28]>>[O:1]=[C:2]([OH:3])[c:11]1[c:6]([C:4](=[O:5])[c:16]2[c:15]([CH3:23])[n:14]([CH2:12][CH3:13])[c:22]3[c:17]2[cH:18][cH:19][cH:20][cH:21]3)[cH:7][cH:8][cH:9][cH:10]1. Starting materials: CC1(OCC(O1)OC(C(OC1=C(C(=C2C3=CC(CCC3(CC2=C1)CC)=O)Cl)Cl)C)=O)C ((2,2-Dimethyl-1,3-dioxolan-4-yl)methyl[(5,6-dichloro-9a-ethyl-3-oxo-1,2,9,9a-tetrahydro-3H-fluoren-7-yl)oxy]acetate), [Cl-].[Na+] (sodium chloride), Cl (hydrochloric acid), C([O-])(O)=O.[Na+] (sodium bicarbonate). The solvent is CC(=O)C (acetone). Conditions: time 2 hour. Yields the product ClC1=C2C3=CC(CCC3(CC2=CC(=C1Cl)OCC(=O)OCC(CO)O)CC)=O (2,3-Dihydroxypropyl [(5,6-dichloro-9a-ethyl-3-oxo-1,2,9,9a-tetrahydro-3H-fluoren-7-yl)oxy]acetate). RXN SMILES: CC1(C)O[CH:5]([O:7][C:8](=[O:30])[CH:9](C)[O:10][C:11]2[CH:23]=[C:22]3[C:14]([C:15]4[C:20]([CH2:24][CH3:25])([CH2:21]3)[CH2:19][CH2:18][C:17](=[O:26])[CH:16]=4)=[C:13]([Cl:27])[C:12]=2[Cl:28])[CH2:4][O:3]1.Cl.[C:33](=O)(O)[O-:34].[Na+].[Cl-].[Na+]>CC(C)=O>[Cl:27][C:13]1[C:12]([Cl:28])=[C:11]([O:10][CH2:9][C:8]([O:7][CH2:5][CH:4]([OH:3])[CH2:33][OH:34])=[O:30])[CH:23]=[C:22]2[C:14]=1[C:15]1[C:20]([CH2:24][CH3:25])([CH2:21]2)[CH2:19][CH2:18][C:17](=[O:26])[CH:16]=1 |f:2.3,4.5|. Reported procedure: A mixture of 165 mg of (2,2-dimethyl-1,3-dioxolan-4-yl)methyl [(5,6-dichloro-9a-ethyl-3-oxo-1,2,9,9a-tetrahydro-3H-fluoren-7-yl)oxy]acetate from Example 109, Step A is dissolved in 100 ml. of 0.075 N hydrochloric acid and 20 ml. of acetone and heated, with stirring at 50°-55° C. for 2 hours. The mixture is cooled and neutralized with a solution of sodium bicarbonate. The solution is saturated with sodium chloride and extracted two times with 100 ml. portions of 20% tetrahydrofuran in ether. The ... The reactants are CCCCCCCCCCCCCCCCNc1ccc(C(=O)[O-])cc1, CN(C)P(=O)(N(C)C)N(C)C, OCCCCCl, [Na+], O. Yields the product CCCCCCCCCCCCCCCCNc1ccc(C(=O)OCCCCO)cc1. As a reaction SMILES: [CH2:1]([CH2:2][CH2:3][CH2:4][CH2:5][CH2:6][CH2:7][CH2:8][CH2:9][CH2:10][CH2:11][CH2:12][CH2:13][CH2:14][CH2:15][CH3:16])[NH:17][c:18]1[cH:19][cH:20][c:21]([C:22](=[O:23])[O-:24])[cH:25][cH:26]1.[CH3:34][N:35]([P:36]([N:37]([CH3:38])[CH3:39])([N:40]([CH3:41])[CH3:42])=[O:43])[CH3:44].[Cl:28][CH2:29][CH2:30][CH2:31][CH2:32][OH:33].[Na+:27].[OH2:45]>>[CH2:1]([CH2:2][CH2:3][CH2:4][CH2:5][CH2:6][CH2:7][CH2:8][CH2:9][CH2:10][CH2:11][CH2:12][CH2:13][CH2:14][CH2:15][CH3:16])[NH:17][c:18]1[cH:19][cH:20][c:21]([C:22](=[O:23])[O:24][CH2:29][CH2:30][CH2:31][CH2:32][OH:33])[cH:25][cH:26]1. The reactants are C(C)(C)[Mg]Br (isopropylmagnesium bromide), C(=O)(OC)C1N2CCCC2CN1C1=CC=CC=C1 (2-Carbomethoxy-3-phenyl-1,3-diazabicyclo[3,3,0]octane), N(C1=CC=CC=C1)C[C@H]1NCCC1 ((S)-2-(anilinomethyl)pyrrolidine), [Cl-].[Mg+2].[Cl-] (magnesium chloride). The solvent is C1CCOC1 (THF), CCOCC (ether). Conditions: temperature -70 celsius. The product is C(C(C)C)(=O)C1N2CCCC2CN1C1=CC=CC=C1 (2-isobutyryl-3-phenyl-1,3-diazabicyclo[3,3,0]octane). The yield is 79.0%. RXN SMILES: [C:1]([CH:5]1[N:12]([C:13]2[CH:18]=[CH:17][CH:16]=[CH:15][CH:14]=2)[CH2:11][CH:10]2[N:6]1[CH2:7][CH2:8][CH2:9]2)([O:3]C)=O.N(C[C@@H]1CCCN1)[C:20]1[CH:25]=CC=C[CH:21]=1.[Cl-].[Mg+2].[Cl-].C([Mg]Br)(C)C>C1COCC1.CCOCC>[C:1]([CH:5]1[N:12]([C:13]2[CH:18]=[CH:17][CH:16]=[CH:15][CH:14]=2)[CH2:11][CH:10]2[N:6]1[CH2:7][CH2:8][CH2:9]2)(=[O:3])[CH:20]([CH3:25])[CH3:21] |f:2.3.4|. Procedure: 2-Carbomethoxy-3-phenyl-1,3-diazabicyclo[3,3,0]octane prepared from 637 mg of (S)-2-(anilinomethyl)pyrrolidine was dissolved in 18 ml of THF, then admixed with 378 mg of anhydrous magnesium chloride, and refluxed for 10 minutes by heating. To the mixture cooled to -70° C., was added dropwise an ether solution containing 1.37 equivalents of isopropylmagnesium bromide. The resulting mixture was treated as in Example 12 to obtain 731 mg (79%) of 2-isobutyryl-3-phenyl-1,3-diazabicyclo[3,3,0]octane. ... The reactants are NCCCN(C)C (3-aminopropyldimethylamine), Cl (hydrochloric acid), C(O)([O-])=O.[Na+] (sodium hydrogencarbonate), C(C1=CC=CC=C1)(=O)Cl (benzoyl chloride). Solvent: O (water). Yields the product C(C1=CC=CC=C1)(=O)NCCCN(C)C (3-benzamidopropyldimethylamine). Yield: 90.1%. RXN SMILES: [NH2:1][CH2:2][CH2:3][CH2:4][N:5]([CH3:7])[CH3:6].C(=O)([O-])O.[Na+].[C:13](Cl)(=[O:20])[C:14]1[CH:19]=[CH:18][CH:17]=[CH:16][CH:15]=1.Cl>O>[C:13]([NH:1][CH2:2][CH2:3][CH2:4][N:5]([CH3:7])[CH3:6])(=[O:20])[C:14]1[CH:19]=[CH:18][CH:17]=[CH:16][CH:15]=1 |f:1.2|. Procedure details: Into 300 ml of distilled water, were suspended 50 g of 3-aminopropyldimethylamine and 62 g of sodium hydrogencarbonate. To the suspension, while cooling in ice and stirring vigorously, was added dropwise 105 g (1.5 equivalents) of benzoyl chloride. After 6 hours of reaction at room temperature, the reaction mixture was acidified to pH 4 with concentrated hydrochloric acid and extracted with ethyl ether to remove the excess benzoyl chloride. The aqueous layer was adjusted to pH 12 with 5N aqueous... Reactants: resultant solution, Cl (hydrochloric acid), CN(C1=CC=C(C=C1)C1OC(=O)C2=CC(=CC=C12)N(C)C)C (3-(4-dimethylaminophenyl)-6-dimethylaminophthalide), CN(C1=CC(=CC=C1)N(C)C)C (N,N,N',N'-tetramethyl-m-phenylenediamine), [OH-].[K+] (potassium hydroxide). Run in O (water). Product: CN(C1=C(C(C2=CC=C(C=C2)N(C)C)C2=C(C(=O)O)C=C(C=C2)N(C)C)C=CC(=C1)N(C)C)C (2-[2,4,4'-tris(dimethylamino)benzhydryl]-5-dimethylaminobenzoic acid). As a reaction SMILES: [CH3:1][N:2]([CH3:22])[C:3]1[CH:8]=[CH:7][C:6]([CH:9]2[C:18]3[C:13](=[CH:14][C:15]([N:19]([CH3:21])[CH3:20])=[CH:16][CH:17]=3)[C:11](=[O:12])[O:10]2)=[CH:5][CH:4]=1.[CH3:23][N:24]([CH3:34])[C:25]1[CH:30]=[CH:29][CH:28]=[C:27]([N:31]([CH3:33])[CH3:32])[CH:26]=1.[OH-].[K+].Cl>O>[CH3:32][N:31]([CH3:33])[C:27]1[CH:26]=[C:25]([N:24]([CH3:34])[CH3:23])[CH:30]=[CH:29][C:28]=1[CH:9]([C:18]1[CH:17]=[CH:16][C:15]([N:19]([CH3:21])[CH3:20])=[CH:14][C:13]=1[C:11]([OH:10])=[O:12])[C:6]1[CH:7]=[CH:8][C:3]([N:2]([CH3:22])[CH3:1])=[CH:4][CH:5]=1 |f:2.3|. Procedure: A mixture of 6.0 g of 3-(4-dimethylaminophenyl)-6-dimethylaminophthalide prepared as described in part A above, 100 ml of water, 3.5 g of N,N,N',N'-tetramethyl-m-phenylenediamine and 1.8 g of flake potassium hydroxide was heated at reflux with stirring for a period of approximately eighteen hours and then allowed to cool to room temperature. The resultant solution was made slightly acidic by the addition of ten percent aqueous hydrochloric acid causing a cream-colored solid to precipitate. The s...